Dataset: the Open Reaction Database (ORD), a public repository of structured organic reaction records. Task: describe an organic reaction: reactants, conditions, products, and yield Reactants: BrC1=C(C2=C(N(C(N(C2=O)CCCOC2OCCCC2)=O)C)S1)C=O (6-bromo-1-methyl-2,4-dioxo-3-(3-(tetrahydro-2H-pyran-2-yloxy)propyl)-1,2,3,4-tetrahydrothieno[2,3-d]pyrimidine-5-carbaldehyde), C(=O)([O-])[O-].[K+].[K+] (K2CO3), ClC=1C=C(C=CC1)O (3-chlorophenol). Solvent: CC(OCC)=O (EA), O (water), CN(C)C=O (DMF). Conditions: temperature 65 celsius. Yields the product ClC=1C=C(OC2=C(C3=C(N(C(N(C3=O)CCCOC3OCCCC3)=O)C)S2)C=O)C=CC1 (6-(3-chlorophenoxy)-1-methyl-2,4-dioxo-3-(3-(tetrahydro-2H-pyran-2-yloxy)propyl)-1,2,3,4-tetrahydrothieno[2,3-d]pyrimidine-5-carbaldehyde). The yield is 59.0%. RXN SMILES: Br[C:2]1[S:23][C:5]2[N:6]([CH3:22])[C:7](=[O:21])[N:8]([CH2:11][CH2:12][CH2:13][O:14][CH:15]3[CH2:20][CH2:19][CH2:18][CH2:17][O:16]3)[C:9](=[O:10])[C:4]=2[C:3]=1[CH:24]=[O:25].C([O-])([O-])=O.[K+].[K+].[Cl:32][C:33]1[CH:34]=[C:35]([OH:39])[CH:36]=[CH:37][CH:38]=1>CN(C=O)C.CC(=O)OCC.O>[Cl:32][C:33]1[CH:34]=[C:35]([CH:36]=[CH:37][CH:38]=1)[O:39][C:2]1[S:23][C:5]2[N:6]([CH3:22])[C:7](=[O:21])[N:8]([CH2:11][CH2:12][CH2:13][O:14][CH:15]3[CH2:20][CH2:19][CH2:18][CH2:17][O:16]3)[C:9](=[O:10])[C:4]=2[C:3]=1[CH:24]=[O:25] |f:1.2.3|. Procedure: To a mixture of 6-bromo-1-methyl-2,4-dioxo-3-(3-(tetrahydro-2H-pyran-2-yloxy)propyl)-1,2,3,4-tetrahydrothieno[2,3-d]pyrimidine-5-carbaldehyde (100 mg, 0.23 mmol), K2CO3 (159 mg, 1.15 mmol) in DMF (3 mL) was added 3-chlorophenol (90 mg, 0.70 mmol). The reaction was heated at 65° C. for 1 h, cooled to RT then diluted with EA (30 mL) and water (30 mL). The organic layer was dried over Na2SO4 and concentrated to a residue which was purified by chromatography and eluted with PE/EA (5:1) to give 6-(3-... Starting materials: ClC1=NC(=NC(=N1)Cl)NC1=CC(=NN1)C1CC1 (4,6-Dichloro-N-(3-cyclopropyl-1H-pyrazol-5-yl)-1,3,5-triazin-2-amine), O[C@H]1C[C@H](NC1)C(=O)NC=1SC(=CN1)C ((2S,4S)-4-Hydroxy-N-(5-methylthiazol-2-yl)pyrrolidine-2-carboxamide), ClC1=NC(=NC(=N1)NC1=CC(=NN1)C1CC1)N1[C@@](CCC1)(C(=O)NC=1C=NC(=CC1)F)C ((S)-1-(4-Chloro-6-(3-cyclopropyl-1H-pyrazol-5-ylamino)-1,3,5-triazin-2-yl)-N-(6-fluoropyridin-3-yl)-2-methylpyrrolidine-2-carboxamide). The product is ClC1=NC(=NC(=N1)NC1=NNC(=C1)C1CC1)N1[C@@H](C[C@@H](C1)O)C(=O)NC=1SC(=CN1)C ((2S,4S)-1-(4-Chloro-6-(5-cyclopropyl-1H-pyrazol-3-ylamino)-1,3,5-triazin-2-yl)-4-hydroxy-N-(5-methylthiazol-2-yl)pyrrolidine-2-carboxamide). Reaction SMILES: Cl[C:2]1[N:7]=[C:6]([Cl:8])[N:5]=[C:4]([NH:9][C:10]2[NH:14][N:13]=[C:12]([CH:15]3[CH2:17][CH2:16]3)[CH:11]=2)[N:3]=1.[OH:18][C@@H:19]1[CH2:23][NH:22][C@H:21]([C:24]([NH:26][C:27]2[S:28][C:29]([CH3:32])=[CH:30][N:31]=2)=[O:25])[CH2:20]1.ClC1N=C(NC2NN=C(C3CC3)C=2)N=C(N2CCC[C@@]2(C)C(NC2C=NC(F)=CC=2)=O)N=1>>[Cl:8][C:6]1[N:5]=[C:4]([NH:9][C:10]2[CH:11]=[C:12]([CH:15]3[CH2:17][CH2:16]3)[NH:13][N:14]=2)[N:3]=[C:2]([N:22]2[CH2:23][C@@H:19]([OH:18])[CH2:20][C@H:21]2[C:24]([NH:26][C:27]2[S:28][C:29]([CH3:32])=[CH:30][N:31]=2)=[O:25])[N:7]=1. Procedure details: 96C was prepared from 1A and 96B as described for 1C. LC/MS [M+H]+: 462; Ret time (Method F): 2.53 min. Starting materials: C(C)(=O)N(CCNC(C(F)(F)F)=O)C1=CC=C(C=C1)[N+](=O)[O-] (4-[N-acetyl-N-(2-trifluoroacetylamino-ethyl)-amino]-nitrobenzene), [H][H] (hydrogen). Reagents/catalysts: [Pd] (palladium on activated charcoal). The solvent is CO (methanol). Product: C(C)(=O)N(CCNC(C(F)(F)F)=O)C1=CC=C(N)C=C1 (4-[N-acetyl-N-(2-trifluoroacetylamino-ethyl)-amino]-aniline). Reaction SMILES: [C:1]([N:4]([C:14]1[CH:19]=[CH:18][C:17]([N+:20]([O-])=O)=[CH:16][CH:15]=1)[CH2:5][CH2:6][NH:7][C:8](=[O:13])[C:9]([F:12])([F:11])[F:10])(=[O:3])[CH3:2].[H][H]>CO.[Pd]>[C:1]([N:4]([C:14]1[CH:19]=[CH:18][C:17]([NH2:20])=[CH:16][CH:15]=1)[CH2:5][CH2:6][NH:7][C:8](=[O:13])[C:9]([F:11])([F:12])[F:10])(=[O:3])[CH3:2]. Procedure: 0.7 g (2.1 mmol) of 4-[N-acetyl-N-(2-trifluoroacetylamino-ethyl)-amino]-nitrobenzene are dissolved in 20 ml of methanol and after the addition of 100 mg of 10% palladium on activated charcoal hydrogenated with hydrogen for 3 hours. Then the catalyst is filtered off and evaporated down. The reactants are OC=1C=CC(=NC1)C (5-hydroxy-2-methylpyridine), [OH-].[Na+] (sodium hydroxide), CI (methyliodide). Run in CN(C=O)C (DMF), CCCCCC (hexane), CN(C=O)C (dimethylformamide). Reaction conditions: time 0.75 hour. Yields the product COC=1C=CC(=NC1)C (5 -methoxy-2-methylpyridine). RXN SMILES: [OH-].[Na+].[OH:3][C:4]1[CH:5]=[CH:6][C:7]([CH3:10])=[N:8][CH:9]=1.[CH3:11]I>CCCCCC.CN(C)C=O>[CH3:11][O:3][C:4]1[CH:5]=[CH:6][C:7]([CH3:10])=[N:8][CH:9]=1 |f:0.1|. Procedure details: To sodium hydroxide (50% oil dispersion, 43.2 g, 21.6 g of active NaH, 900 mmol), prewashed in dry hexane, in 800 ml of dimethylformamide (DMF) is added 5-hydroxy-2-methylpyridine (98.8 g, 906 mmol) in 700 ml of DMF at 15° and over 0.75 hour. The reaction is allowed to warm to RT and is stirred for 2 hours. It is then cooled to 10°, and methyliodide is added over 0.5 hour. The reaction is again allowed to warm to RT and is stirred overnight. It is then filtered through celite, and the solid is w... Reactants: C1=CC=C2C(=C1)C=CC(=C2C3=C(C=CC4=CC=CC=C43)O)O ((S)-2,2'-dihydroxy-1,1'-binaphthyl), CC(C)([O-])C.CC(C)([O-])C.CC(C)([O-])C.[La+3] (lanthanum tri-t-butoxide), resultant solution, cyclohexylaldehyde, [N+](=O)([O-])C (nitromethane). Solvent: C1CCOC1 (THF), O1CCCC1 (tetrahydrofuran). Conditions: time 2 hour. Yields the product C1(CCCCC1)C(C[N+](=O)[O-])O (1-cyclohexyl-2-nitroethanol). The yield is 91.0%. Reaction SMILES: [CH:1]1[CH:6]=[C:5]2C=CC(O)=[C:10]([C:11]3C4C(=CC=CC=4)C=CC=3O)[C:4]2=[CH:3][CH:2]=1.CC(C)([O-])C.CC(C)([O-])C.CC(C)([O-:36])C.[La+3].[N+:39](C)([O-:41])=[O:40]>O1CCCC1>[CH:4]1([CH:10]([OH:36])[CH2:11][N+:39]([O-:41])=[O:40])[CH2:5][CH2:6][CH2:1][CH2:2][CH2:3]1 |f:1.2.3.4|. Procedure: Under a nitrogen atmosphere, 159 mg (0.56 mmol) of (S)-2,2'-dihydroxy-1,1'-binaphthyl were added to 7.56 cm3 of a THF solution of lanthanum tri-t-butoxide (4.9×10-2 mol.dm-3 as a monomer) at room temperature, followed by stirring for 2 hours. In the presence of 10 mol % (based on La) of the resultant solution, 2 mol equivalents (based on La) of LiCl and 10 mol equivalents (based on La) water, cyclohexylaldehyde reacted with nitromethane (10 equivalents) in tetrahydrofuran at -42° C. for 18 hours...